Dataset: the Open Reaction Database (ORD), a public repository of structured organic reaction records. Task: describe an organic reaction: reactants, conditions, products, and yield Starting materials: C(CCC)C(C(=O)OCC)CC1=CC=C(C=C1)OCCNC(=O)C=1C=CC(=NC1)O (ethyl 2-butyl-3-[4-[2-(2-hydroxypyridine-5-carbonylamino)ethoxy]phenyl]propionate), product, [OH-].[Na+] (sodium hydroxide). Product: C(CCC)C(C(=O)O)CC1=CC=C(C=C1)OCCNC(=O)C=1C=CC(=NC1)O (2-Butyl-3-[4-[2-(2-hydroxypyridine-5-carbonylamino)ethoxy]phenyl]propionic acid). Yield: 85.8%. RXN SMILES: [CH2:1]([CH:5]([CH2:11][C:12]1[CH:17]=[CH:16][C:15]([O:18][CH2:19][CH2:20][NH:21][C:22]([C:24]2[CH:25]=[CH:26][C:27]([OH:30])=[N:28][CH:29]=2)=[O:23])=[CH:14][CH:13]=1)[C:6]([O:8]CC)=[O:7])[CH2:2][CH2:3][CH3:4].[OH-].[Na+]>>[CH2:1]([CH:5]([CH2:11][C:12]1[CH:13]=[CH:14][C:15]([O:18][CH2:19][CH2:20][NH:21][C:22]([C:24]2[CH:25]=[CH:26][C:27]([OH:30])=[N:28][CH:29]=2)=[O:23])=[CH:16][CH:17]=1)[C:6]([OH:8])=[O:7])[CH2:2][CH2:3][CH3:4] |f:1.2|. Procedure details: In a similar manner to that described in Example 2, ethyl 2-butyl-3-[4-[2-(2-hydroxypyridine-5-carbonylamino)ethoxy]phenyl]propionate (300 mg), which is the product of Example 49, was reacted with aqueous sodium hydroxide solution (1N, 3.00 ml) and the reaction mixture was treated to give the title compound (240 mg) as a pale yellow powder. Reactants: COc1ccccc1C(O)(CC#N)c1ccccc1OC, O=S(Cl)Cl, c1ccncc1. The product is COc1ccccc1C(=CC#N)c1ccccc1OC. RXN SMILES: [OH:5][C:6]([CH2:7][C:8]#[N:9])([c:10]1[c:11]([O:16][CH3:17])[cH:12][cH:13][cH:14][cH:15]1)[c:18]1[c:19]([O:24][CH3:25])[cH:20][cH:21][cH:22][cH:23]1.[S:1]([Cl:2])([Cl:3])=[O:4].[cH:26]1[cH:27][cH:28][n:29][cH:30][cH:31]1>>[C:6](=[CH:7][C:8]#[N:9])([c:10]1[c:11]([O:16][CH3:17])[cH:12][cH:13][cH:14][cH:15]1)[c:18]1[c:19]([O:24][CH3:25])[cH:20][cH:21][cH:22][cH:23]1. Starting materials: Cn1nnnc1SCC1=C(C(=O)O)N2C(=O)C(NC(=O)C(O)c3ccccc3)C2SC1, [Na], O. The product is Cn1nnnc1SCC1=C(C(=O)O)N2C(=O)C(NC(=O)C(O)c3ccccc3)C2SC1, [Na]. RXN SMILES: [CH:1]12[S:2][CH2:3][C:4]([CH2:5][S:6][c:7]3[n:8][n:9][n:10][n:11]3[CH3:12])=[C:13]([C:29]([OH:30])=[O:31])[N:14]1[C:15](=[O:16])[CH:17]2[NH:18][C:19](=[O:20])[CH:21]([OH:22])[c:23]1[cH:24][cH:25][cH:26][cH:27][cH:28]1.[Na:32].[OH2:33]>>[CH:1]12[S:2][CH2:3][C:4]([CH2:5][S:6][c:7]3[n:8][n:9][n:10][n:11]3[CH3:12])=[C:13]([C:29](=[O:30])[OH:31])[N:14]1[C:15](=[O:16])[CH:17]2[NH:18][C:19](=[O:20])[CH:21]([OH:22])[c:23]1[cH:24][cH:25][cH:26][cH:27][cH:28]1.[Na:32]. Starting materials: C[Si](C)(C)C#N (trimethylsilyl cyanide), CN(C(=O)Cl)C (N,N-dimethylcarbamoyl chloride), O1C=NC=C1C1=[N+](C=CC=C1)[O-] (2-(1,3-Oxazol-5-yl)pyridine N-oxide). Run in [N+](=O)([O-])CC (nitroethane). Conditions: time 5 day. The product is O1C=NC=C1C1=CC=CC(=N1)C#N (6-(1,3-Oxazol-5-yl)-2-pyridinecarbonitrile). Yield: 74.4%. RXN SMILES: [O:1]1[C:5]([C:6]2[CH:11]=[CH:10][CH:9]=[CH:8][N+:7]=2[O-])=[CH:4][N:3]=[CH:2]1.C[Si]([C:17]#[N:18])(C)C.CN(C)C(Cl)=O>[N+](CC)([O-])=O>[O:1]1[C:5]([C:6]2[N:7]=[C:8]([C:17]#[N:18])[CH:9]=[CH:10][CH:11]=2)=[CH:4][N:3]=[CH:2]1. Reported procedure: 2-(1,3-Oxazol-5-yl)pyridine N-oxide (1.0 g, 6.6 mmol) was dissolved in nitroethane (15 ml), and trimethylsilyl cyanide (2.7 g, 27.2 mmol) and N,N-dimethylcarbamoyl chloride (3.0 g, 27.8 mmol) were added thereto. The mixture was stirred at room temperature for 5 days. The solvent was evaporated, and the residue was subjected to a silica gel column chromatography. The fractions eluted with ethyl acetate-hexane (1:1, v/v) were collected, concentrated and recrystallized from hexane-ethyl acetate to ... The product is C(C1=CC=CC=C1)N(C(=O)NC)CCO (1-Benzyl-1-(2-hydroxy-ethyl)-3-methyl-urea). Reaction SMILES: [CH2:1]([NH:8][CH2:9][CH2:10][OH:11])[C:2]1[CH:7]=[CH:6][CH:5]=[CH:4][CH:3]=1.[CH3:12][NH:13][C:14](NC)=[O:15]>>[CH2:1]([N:8]([CH2:9][CH2:10][OH:11])[C:14]([NH:13][CH3:12])=[O:15])[C:2]1[CH:7]=[CH:6][CH:5]=[CH:4][CH:3]=1. Reaction conditions: temperature 130 celsius, time 8 hour. Reported procedure: A mixture of N-benzyl ethanolamine (3 g, 0.0198 mol) and N,N′-dimethyl urea was stirred at 130° C. overnight. The reaction mixture was cooled to RT and the crude product was purified by column chromatography over silica gel using 3% methanol in dichloromethane as eluent to yield 3.5 g of the sub-title compound as a liquid. Starting materials: C(C1=CC=CC=C1)NCCO (N-benzyl ethanolamine), CNC(=O)NC (N,N′-dimethyl urea). RXN SMILES: [CH2:23]([OH:24])[CH3:25].[CH3:20][CH2:21][OH:22].[CH:1](=[O:2])[c:3]1[cH:4][cH:5][cH:6][cH:7][cH:8]1.[Cl-:19].[ClH:9].[NH2:10][OH:11].[Na+:12].[Na+:13].[Na+:18].[O-:14][C:15](=[O:16])[O-:17].[OH2:26]>>[CH:1]([c:3]1[cH:4][cH:5][cH:6][cH:7][cH:8]1)=[N:10][OH:11]. The product is ON=Cc1ccccc1. Reactants: CCO, CCO, O=Cc1ccccc1, [Cl-], Cl, NO, [Na+], [Na+], [Na+], O=C([O-])[O-], O. Reaction SMILES: [C:1]([O:5][C:6]([NH:8][CH:9]1[C:34](=[O:35])[N:11]2[C:12]([C:18]([O:20][CH:21]([C:28]3[CH:33]=[CH:32][CH:31]=[CH:30][CH:29]=3)[C:22]3[CH:27]=[CH:26][CH:25]=[CH:24][CH:23]=3)=[O:19])=[C:13]([CH2:16][OH:17])[CH2:14][S:15][C@H:10]12)=[O:7])([CH3:4])([CH3:3])[CH3:2].C1(P(C2C=CC=CC=2)C2C=CC=CC=2)C=CC=CC=1.[CH3:55][O:56][C:57]1[CH:62]=[CH:61][C:60](O)=[CH:59][CH:58]=1.N(C(OCC)=O)=NC(OCC)=O>O1CCCC1.C(OCC)(=O)C>[C:1]([O:5][C:6]([NH:8][CH:9]1[C:34](=[O:35])[N:11]2[C:12]([C:18]([O:20][CH:21]([C:28]3[CH:29]=[CH:30][CH:31]=[CH:32][CH:33]=3)[C:22]3[CH:27]=[CH:26][CH:25]=[CH:24][CH:23]=3)=[O:19])=[C:13]([CH2:16][O:17][C:60]3[CH:61]=[CH:62][C:57]([O:56][CH3:55])=[CH:58][CH:59]=3)[CH2:14][S:15][C@H:10]12)=[O:7])([CH3:4])([CH3:2])[CH3:3]. Procedure details: 5.00 g (10.1 mmol) of Diphenylmethyl 7-tert-butoxycarbonylamino-3-hydroxymethyl-3-cephem-4-carboxylate, 7.93 g (30.2 mmol) of triphenylphosphine, and 7.28 g (60.2 mmol) of p-methoxyphenol were dissolved in 25 ml of tetrahydrofuran under argon atmosphere, and the reaction solution was cooled to -40°-35° C., and 4.76 ml (30.2 mmol) of diethyl azodicarboxylate were added dropwise, and then the stirring was effected for 6 hrs. at the same temperature. This solution was added to a suspension of 300 m... Run in O1CCCC1 (tetrahydrofuran), C(C)(=O)OCC (ethyl acetate). Reactants: N(=NC(=O)OCC)C(=O)OCC (diethyl azodicarboxylate), C(C)(C)(C)OC(=O)NC1[C@@H]2N(C(=C(CS2)CO)C(=O)OC(C2=CC=CC=C2)C2=CC=CC=C2)C1=O (Diphenylmethyl 7-tert-butoxycarbonylamino-3-hydroxymethyl-3-cephem-4-carboxylate), C1(=CC=CC=C1)P(C1=CC=CC=C1)C1=CC=CC=C1 (triphenylphosphine), COC1=CC=C(C=C1)O (p-methoxyphenol), ice. Reaction conditions: time 6 hour. Product: C(C)(C)(C)OC(=O)NC1[C@@H]2N(C(=C(CS2)COC2=CC=C(C=C2)OC)C(=O)OC(C2=CC=CC=C2)C2=CC=CC=C2)C1=O (diphenylmethyl 7-tert-butoxycarbonylamino-3-(4-methoxyphenoxymethyl)-3cephem-4-carboxylate). The yield is 21.2%. Starting materials: O=C1N(C(C2=CC=CC=C12)=O)CC=O ((1,3-dioxo-1,3-dihydro-2H-isoindol-2-yl)acetaldehyde), Cl.C(C)(C)(C)OC([C@@H](N)C(C)(C)C)=O (L-tert-leucine tert-butyl ester hydrochloride), C(#N)[BH3-].[Na+] (sodium cyanoborohydride), C(C)(=O)O (acetic acid). The solvent is C(Cl)(Cl)Cl (chloroform), C(C)(=O)OCC (ethyl acetate), CO (methanol). Conditions: temperature 25 celsius, time 4 hour. The product is O=C1N(C(C2=CC=CC=C12)=O)CCN[C@H](C(=O)OC(C)(C)C)C(C)(C)C (tert-butyl (2S)-2-{[2-(1,3-dioxo-1,3-dihydro-2H-isoindol-2-yl)ethyl]amino}-3,3-dimethylbutanoate). Yield: 64.9%. Reaction SMILES: [O:1]=[C:2]1[C:10]2[C:5](=[CH:6][CH:7]=[CH:8][CH:9]=2)[C:4](=[O:11])[N:3]1[CH2:12][CH:13]=O.Cl.[C:16]([O:20][C:21](=[O:28])[C@H:22]([C:24]([CH3:27])([CH3:26])[CH3:25])[NH2:23])([CH3:19])([CH3:18])[CH3:17].C([BH3-])#N.[Na+].C(O)(=O)C>CO.C(Cl)(Cl)Cl.C(OCC)(=O)C>[O:11]=[C:4]1[C:5]2[C:10](=[CH:9][CH:8]=[CH:7][CH:6]=2)[C:2](=[O:1])[N:3]1[CH2:12][CH2:13][NH:23][C@@H:22]([C:24]([CH3:27])([CH3:26])[CH3:25])[C:21]([O:20][C:16]([CH3:18])([CH3:17])[CH3:19])=[O:28] |f:1.2,3.4|. Reported procedure: A solution of the product of Example 3E (9.34 g, 49.4 mmol) in methanol (33 mL) was treated with L-tert-leucine tert-butyl ester hydrochloride (10 g, 44.9 mmol), sodium cyanoborohydride (5.6 g, 89.8 mmol), and acetic acid (1.5 ml, 26.2 mmol), stirred at 25° C. for 4 hours, and partitioned between chloroform and saturated NaHCO3. The organic phase was washed with brine, dried over MgSO4, filtered and concentrated. The residue was chromatographed on silica gel, eluting with first with 66% chlorofo... Starting materials: C=O (paraformaldehyde), C (charcoal), Cl.CNC (dimethylamine hydrochloride), C=O (paraformaldehyde), C(/CCCC)=C/1\C(CCC1)=O (2-(E)-pentylidene cyclopentanone). Reagents/catalysts: Cl (hydrochloric acid). Run in C(C)O (ethanol). Conditions: time 8 hour. The product is Cl.CN(C)CC1C(/C(/CC1)=C/CCCC)=O (2-Dimethylaminomethyl-5-(E)-pentylidene cyclopentanone hydrochloride). The yield is 62.8%. Reaction SMILES: [ClH:1].[CH3:2][NH:3][CH3:4].[CH2:5]=O.[CH:7](=[C:12]1/[C:13](=[O:17])[CH2:14][CH2:15][CH2:16]/1)\[CH2:8][CH2:9][CH2:10][CH3:11].C>Cl.C(O)C>[ClH:1].[CH3:2][N:3]([CH2:5][CH:14]1[CH2:15][CH2:16]/[C:12](=[CH:7]\[CH2:8][CH2:9][CH2:10][CH3:11])/[C:13]1=[O:17])[CH3:4] |f:0.1,7.8|. Reported procedure: 4.1 g of dimethylamine hydrochloride, 3.7 g of paraformaldehyde and 20 ml of ethanol were added with 5 drops of concentrated hydrochloric acid to 7.6 g of 2-(E)-pentylidene cyclopentanone. After refluxing for about 2 hours, the resulting solution was mixed with 2.2 g of paraformaldehyde and then refluxed for about 2 additional hours. The solution was treated with activated charcoal and filtered. The filtrate was allowed to stand overnight, filtered and washed with cold ether containing a small a...